This data is from the Open Reaction Database (ORD), a public repository of structured organic reaction records. The task is: describe an organic reaction: reactants, conditions, products, and yield Reactants: CCOC(=O)c1nc(N2CCC(NC(=O)c3nc(Cl)c(CC)[nH]3)C(OC)C2)sc1C(C)=O, C1CCOC1, CO, [Li+], [OH-]. Product: CCc1[nH]c(C(=O)NC2CCN(c3nc(C(=O)O)c(C(C)=O)s3)CC2OC)nc1Cl. RXN SMILES: [C:1]([CH3:2])(=[O:3])[c:4]1[c:5]([C:28](=[O:29])[O:30][CH2:31][CH3:32])[n:6][c:7]([N:9]2[CH2:10][CH:11]([O:26][CH3:27])[CH:12]([NH:15][C:16](=[O:17])[c:18]3[nH:19][c:20]([CH2:24][CH3:25])[c:21]([Cl:23])[n:22]3)[CH2:13][CH2:14]2)[s:8]1.[CH2:37]1[O:38][CH2:39][CH2:40][CH2:41]1.[CH3:35][OH:36].[Li+:33].[OH-:34]>>[C:1]([CH3:2])(=[O:3])[c:4]1[c:5]([C:28](=[O:29])[OH:30])[n:6][c:7]([N:9]2[CH2:10][CH:11]([O:26][CH3:27])[CH:12]([NH:15][C:16](=[O:17])[c:18]3[nH:19][c:20]([CH2:24][CH3:25])[c:21]([Cl:23])[n:22]3)[CH2:13][CH2:14]2)[s:8]1. The product is O=Cc1cn(Cc2ccc(OCc3ccccc3)cc2)nc1-c1ccc(F)cc1. The reactants are OCc1cn(Cc2ccc(OCc3ccccc3)cc2)nc1-c1ccc(F)cc1, C1CCOC1. As a reaction SMILES: [CH2:1]([c:2]1[cH:3][cH:4][cH:5][cH:6][cH:7]1)[O:8][c:9]1[cH:10][cH:11][c:12]([CH2:13][n:14]2[n:15][c:16](-[c:21]3[cH:22][cH:23][c:24]([F:27])[cH:25][cH:26]3)[c:17]([CH2:19][OH:20])[cH:18]2)[cH:28][cH:29]1.[O:30]1[CH2:31][CH2:32][CH2:33][CH2:34]1>>[CH2:1]([c:2]1[cH:3][cH:4][cH:5][cH:6][cH:7]1)[O:8][c:9]1[cH:10][cH:11][c:12]([CH2:13][n:14]2[n:15][c:16](-[c:21]3[cH:22][cH:23][c:24]([F:27])[cH:25][cH:26]3)[c:17]([CH:19]=[O:20])[cH:18]2)[cH:28][cH:29]1. Starting materials: N#CCBr, O=C([O-])[O-], Cc1ccc2c(c1)c1c(O)cccc1n2Cc1ccccc1, [K+], [K+], CN(C)C=O. The product is Cc1ccc2c(c1)c1c(OCC#N)cccc1n2Cc1ccccc1. Reaction SMILES: [Br:29][CH2:30][C:31]#[N:32].[C:23](=[O:24])([O-:25])[O-:26].[CH2:1]([c:2]1[cH:3][cH:4][cH:5][cH:6][cH:7]1)[n:8]1[c:9]2[cH:10][cH:11][c:12]([CH3:22])[cH:13][c:14]2[c:15]2[c:16]([OH:21])[cH:17][cH:18][cH:19][c:20]12.[K+:27].[K+:28].[O:33]=[CH:34][N:35]([CH3:36])[CH3:37]>>[CH2:1]([c:2]1[cH:3][cH:4][cH:5][cH:6][cH:7]1)[n:8]1[c:9]2[cH:10][cH:11][c:12]([CH3:22])[cH:13][c:14]2[c:15]2[c:16]([O:21][CH2:30][C:31]#[N:32])[cH:17][cH:18][cH:19][c:20]12. Reactants: CC(=O)[O-], CC(=O)[O-], COc1ccc(NC(N)=S)c(N2CCOCC2)c1, [K+], [OH-], O, O, O, O, [Pb+2]. Yields the product COc1ccc(NC#N)c(N2CCOCC2)c1. As a reaction SMILES: [C:22]([O-:23])(=[O:24])[CH3:25].[C:27]([O-:28])(=[O:29])[CH3:30].[CH3:1][O:2][c:3]1[cH:4][c:5]([N:13]2[CH2:14][CH2:15][O:16][CH2:17][CH2:18]2)[c:6]([NH:9][C:10](=[S:11])[NH2:12])[cH:7][cH:8]1.[K+:32].[OH-:31].[OH2:19].[OH2:20].[OH2:21].[OH2:33].[Pb+2:26]>>[CH3:1][O:2][c:3]1[cH:4][c:5]([N:13]2[CH2:14][CH2:15][O:16][CH2:17][CH2:18]2)[c:6]([NH:9][C:10]#[N:12])[cH:7][cH:8]1. Reactants: Cc1nc2ccccc2[nH]1, Cc1c(CN2CCN(C(C)(C)C(N)=O)CC2)sc2c(N3CCOCC3)nc(Cl)nc12. Yields the product Cc1c(CN2CCN(C(C)(C)C(N)=O)CC2)sc2c(N3CCOCC3)nc(-n3c(C)nc4ccccc43)nc12. RXN SMILES: [CH3:31][c:32]1[n:33][c:34]2[c:35]([nH:36]1)[cH:37][cH:38][cH:39][cH:40]2.[Cl:1][c:2]1[n:3][c:4]([N:25]2[CH2:26][CH2:27][O:28][CH2:29][CH2:30]2)[c:5]2[c:6]([n:7]1)[c:8]([CH3:24])[c:9]([CH2:11][N:12]1[CH2:13][CH2:14][N:15]([C:18]([C:19](=[O:20])[NH2:21])([CH3:22])[CH3:23])[CH2:16][CH2:17]1)[s:10]2>>[c:2]1(-[n:33]2[c:32]([CH3:31])[n:36][c:35]3[c:34]2[cH:40][cH:39][cH:38][cH:37]3)[n:3][c:4]([N:25]2[CH2:26][CH2:27][O:28][CH2:29][CH2:30]2)[c:5]2[c:6]([n:7]1)[c:8]([CH3:24])[c:9]([CH2:11][N:12]1[CH2:13][CH2:14][N:15]([C:18]([C:19](=[O:20])[NH2:21])([CH3:22])[CH3:23])[CH2:16][CH2:17]1)[s:10]2. The reactants are C(C#C)Br (propargyl bromide), C(C#C)Br (propargyl bromide), FCC(CCCC)=O (1-fluoro-2-hexanone), [Mg] (magnesium), mercuric chloride. Run in CCOCC (ether), CCOCC (ether). Product: FCC(CC#C)(CCCC)O (4-Fluoromethyl-4-hydroxy-1-octyne). Reaction SMILES: [CH2:1](Br)[C:2]#[CH:3].[Mg].[F:6][CH2:7][C:8](=[O:13])[CH2:9][CH2:10][CH2:11][CH3:12]>CCOCC>[F:6][CH2:7][C:8]([OH:13])([CH2:9][CH2:10][CH2:11][CH3:12])[CH2:3][C:2]#[CH:1]. Procedure details: A 0.25 ml. portion of propargyl bromide is added to a stirred suspension of 0.73 g. of magnesium and 6 mg. of mercuric chloride in 7.5 ml. of ether. The reaction is initiated after a few minutes of vigorous stirring at room temperature. A mixture of 3 g. of 80% 1-fluoro-2-hexanone and 3.63 g. of propargyl bromide in 7.5 ml. of ether is added dropwise through a dropping funnel so that the reaction remains gently refluxing (25° C. to 32° C.). Cooling in a water bath is required. The reaction mixtu... Reactants: Cn1nccc1-c1c(Cl)sc(NC(=O)C(CNC(=O)OC(C)(C)C)c2ccccc2)c1Cl, ClCCl, O=C(O)C(F)(F)F. Product: Cn1nccc1-c1c(Cl)sc(NC(=O)C(CN)c2ccccc2)c1Cl. RXN SMILES: [Cl:1][c:2]1[c:3]([NH:14][C:15]([CH:16]([CH2:17][NH:18][C:19](=[O:20])[O:21][C:22]([CH3:23])([CH3:24])[CH3:25])[c:26]2[cH:27][cH:28][cH:29][cH:30][cH:31]2)=[O:32])[s:4][c:5]([Cl:13])[c:6]1-[c:7]1[cH:8][cH:9][n:10][n:11]1[CH3:12].[Cl:40][CH2:41][Cl:42].[F:33][C:34]([F:35])([F:36])[C:37]([OH:38])=[O:39]>>[Cl:1][c:2]1[c:3]([NH:14][C:15]([CH:16]([CH2:17][NH2:18])[c:26]2[cH:27][cH:28][cH:29][cH:30][cH:31]2)=[O:32])[s:4][c:5]([Cl:13])[c:6]1-[c:7]1[cH:8][cH:9][n:10][n:11]1[CH3:12]. Starting materials: FC1=C(C=CC(=C1)S(=O)(=O)C)C=1SC2=C(N1)C=C(C=C2)C2CCN(CC2)C(=O)OC(C)(C)C (Tert-butyl 4-{2-[2-fluoro-4-(methylsulfonyl)phenyl]benzo[d]thiazol-5-yl}piperidine-1-carboxylate), C(=O)(C(F)(F)F)O (TFA). The solvent is C(Cl)Cl (DCM). Reaction conditions: time 3 hour. Product: FC(C(=O)O)(F)F.FC1=C(C=CC(=C1)S(=O)(=O)C)C=1SC2=C(N1)C=C(C=C2)C2CCNCC2 (2-[2-fluoro-4-(methylsulfonyl)phenyl]-5-(piperidin-4-yl)benzo[d]thiazole 2,2,2-trifluoroacetate). Reaction SMILES: [F:1][C:2]1[CH:7]=[C:6]([S:8]([CH3:11])(=[O:10])=[O:9])[CH:5]=[CH:4][C:3]=1[C:12]1[S:13][C:14]2[CH:20]=[CH:19][C:18]([CH:21]3[CH2:26][CH2:25][N:24](C(OC(C)(C)C)=O)[CH2:23][CH2:22]3)=[CH:17][C:15]=2[N:16]=1.[C:34]([OH:40])([C:36]([F:39])([F:38])[F:37])=[O:35]>C(Cl)Cl>[F:37][C:36]([F:39])([F:38])[C:34]([OH:40])=[O:35].[F:1][C:2]1[CH:7]=[C:6]([S:8]([CH3:11])(=[O:9])=[O:10])[CH:5]=[CH:4][C:3]=1[C:12]1[S:13][C:14]2[CH:20]=[CH:19][C:18]([CH:21]3[CH2:26][CH2:25][NH:24][CH2:23][CH2:22]3)=[CH:17][C:15]=2[N:16]=1 |f:3.4|. Procedure details: Tert-butyl 4-{2-[2-fluoro-4-(methylsulfonyl)phenyl]benzo[d]thiazol-5-yl}piperidine-1-carboxylate (130 mg, 0.27 mmol) dissolved in DCM (5 ml) and added TFA (0.5 ml). Reaction mixture stirred at rt for 3 h. DCM removed on rotavapour to obtain crude. Crude was triturated with ether to obtain 2-[2-fluoro-4-(methylsulfonyl)phenyl]-5-(piperidin-4-yl)benzo[d]thiazole 2,2,2-trifluoroacetate (150 mg). 2-[2-fluoro-4-(methylsulfonyl)phenyl]-5-(piperidin-4-yl)benzo[d]thiazole 2,2,2-trifluoroacetate (105 mg,... Reactants: C(C)(C)(C)OC(=O)N1CC(C(CC1)=O)Br (3-bromo-4-oxo-piperidine-1-carboxylic acid tert-butyl ester), COC=1C=C(C=CC1N1C=NC(=C1)C)NC(=S)N ([3-methoxy-4-(4-methyl-imidazol-1-yl)-phenyl]-thiourea), C(C)(C)N(C(C)C)CC (N,N-diisopropyl ethyl amine). Product: C(C)(C)(C)OC(=O)N1CC2=C(CC1)N=C(S2)NC2=CC(=C(C=C2)N2C=NC(=C2)C)OC (2-[3-Methoxy-4-(4-methyl-imidazol-1-yl)-phenylamino]-6,7-dihydro-4H-thiazolo[5,4-c]pyridine-5-carboxylic acid tert-butyl ester). As a reaction SMILES: [C:1]([O:5][C:6]([N:8]1[CH2:13][CH2:12][C:11](=O)[CH:10](Br)[CH2:9]1)=[O:7])([CH3:4])([CH3:3])[CH3:2].[CH3:16][O:17][C:18]1[CH:19]=[C:20]([NH:30][C:31]([NH2:33])=[S:32])[CH:21]=[CH:22][C:23]=1[N:24]1[CH:28]=[C:27]([CH3:29])[N:26]=[CH:25]1.C(N(CC)C(C)C)(C)C>>[C:1]([O:5][C:6]([N:8]1[CH2:13][CH2:12][C:11]2[N:33]=[C:31]([NH:30][C:20]3[CH:21]=[CH:22][C:23]([N:24]4[CH:28]=[C:27]([CH3:29])[N:26]=[CH:25]4)=[C:18]([O:17][CH3:16])[CH:19]=3)[S:32][C:10]=2[CH2:9]1)=[O:7])([CH3:4])([CH3:3])[CH3:2]. Reported procedure: The title compound was prepared in analogy to example 1 step e) from 92 mg (0.33 mmol) 3-bromo-4-oxo-piperidine-1-carboxylic acid tert-butyl ester, 79 mg (0.3 mmol) [3-methoxy-4-(4-methyl-imidazol-1-yl)-phenyl]-thiourea and 43 mg (0.33 mmol) N,N-diisopropyl ethyl amine. The reaction was poured onto water and extracted twice with ethyl acetate. The combined organic layers were washed with brine, dried over sodium sulphate, filtered and the solvent was evaporated in vacuo. The crude product was pu...